From a dataset of the Open Reaction Database (ORD), a public repository of structured organic reaction records. describe an organic reaction: reactants, conditions, products, and yield Starting materials: CCCn1cc(Br)ccc1=O, CCOC(C)=O, [Cl-], C[Sn](C)(C)c1ccc(C2COC(c3c(F)cccc3F)=N2)cc1, [Li+], C1COCCO1, c1ccc(P(c2ccccc2)(c2ccccc2)[Pd](P(c2ccccc2)(c2ccccc2)c2ccccc2)(P(c2ccccc2)(c2ccccc2)c2ccccc2)P(c2ccccc2)(c2ccccc2)c2ccccc2)cc1. The product is CCCn1cc(-c2ccc(C3COC(c4c(F)cccc4F)=N3)cc2)ccc1=O. Reaction SMILES: [CH2:24]([CH2:25][CH3:26])[n:27]1[c:28](=[O:34])[cH:29][cH:30][c:31]([Br:33])[cH:32]1.[CH3:37][CH2:38][O:39][C:40](=[O:41])[CH3:42].[Cl-:36].[F:1][c:2]1[c:3]([C:9]2=[N:13][CH:12]([c:14]3[cH:15][cH:16][c:17]([Sn:20]([CH3:21])([CH3:22])[CH3:23])[cH:18][cH:19]3)[CH2:11][O:10]2)[c:4]([F:8])[cH:5][cH:6][cH:7]1.[Li+:35].[O:43]1[CH2:44][CH2:45][O:46][CH2:47][CH2:48]1.[cH:49]1[cH:50][cH:51][c:52]([P:53]([Pd:54]([P:55]([c:56]2[cH:57][cH:58][cH:59][cH:60][cH:61]2)([c:62]2[cH:63][cH:64][cH:65][cH:66][cH:67]2)[c:68]2[cH:69][cH:70][cH:71][cH:72][cH:73]2)([P:74]([c:75]2[cH:76][cH:77][cH:78][cH:79][cH:80]2)([c:81]2[cH:82][cH:83][cH:84][cH:85][cH:86]2)[c:87]2[cH:88][cH:89][cH:90][cH:91][cH:92]2)[P:93]([c:94]2[cH:95][cH:96][cH:97][cH:98][cH:99]2)([c:100]2[cH:101][cH:102][cH:103][cH:104][cH:105]2)[c:106]2[cH:107][cH:108][cH:109][cH:110][cH:111]2)([c:112]2[cH:113][cH:114][cH:115][cH:116][cH:117]2)[c:118]2[cH:119][cH:120][cH:121][cH:122][cH:123]2)[cH:124][cH:125]1>>[F:1][c:2]1[c:3]([C:9]2=[N:13][CH:12]([c:14]3[cH:15][cH:16][c:17](-[c:31]4[cH:30][cH:29][c:28](=[O:34])[n:27]([CH2:24][CH2:25][CH3:26])[cH:32]4)[cH:18][cH:19]3)[CH2:11][O:10]2)[c:4]([F:8])[cH:5][cH:6][cH:7]1. The reactants are C1(=CC=CC=C1)P(=O)(C1=CC=CC=C1)N=[N+]=[N-] (diphenyl phosphorylazide), C1(=CC=CC=C1)P(C1=CC=CC=C1)C1=CC=CC=C1 (Triphenyl phosphine), C(CCCCCCC\C=C/C\C=C/CCCCC)OC[C@@H](CCCCCCCCC)O ((2R)-1-[(9Z,12Z)-octadeca-9,12-dien-1-yloxy]undecan-2-ol), N(=NC(=O)OC(C)(C)C)C(=O)OC(C)(C)C (Di-tertbutyl azodicarboxylate). Solvent: C1CCOC1 (THF). Reaction conditions: temperature 0 celsius, time 30 minute. Product: C(CCCCCCC\C=C/C\C=C/CCCCC)OC[C@H](CCCCCCCCC)N=[N+]=[N-] ((2S)-2-azidoundecyl(9Z,12Z)-octadeca-9,12-dien-1-yl ether). As a reaction SMILES: C1(P(C2C=CC=CC=2)C2C=CC=CC=2)C=CC=CC=1.N(C(OC(C)(C)C)=O)=NC(OC(C)(C)C)=O.[CH2:36]([O:54][CH2:55][C@H:56](O)[CH2:57][CH2:58][CH2:59][CH2:60][CH2:61][CH2:62][CH2:63][CH2:64][CH3:65])[CH2:37][CH2:38][CH2:39][CH2:40][CH2:41][CH2:42][CH2:43]/[CH:44]=[CH:45]\[CH2:46]/[CH:47]=[CH:48]\[CH2:49][CH2:50][CH2:51][CH2:52][CH3:53].C1(P([N:81]=[N+:82]=[N-:83])(C2C=CC=CC=2)=O)C=CC=CC=1>C1COCC1>[CH2:36]([O:54][CH2:55][C@@H:56]([N:81]=[N+:82]=[N-:83])[CH2:57][CH2:58][CH2:59][CH2:60][CH2:61][CH2:62][CH2:63][CH2:64][CH3:65])[CH2:37][CH2:38][CH2:39][CH2:40][CH2:41][CH2:42][CH2:43]/[CH:44]=[CH:45]\[CH2:46]/[CH:47]=[CH:48]\[CH2:49][CH2:50][CH2:51][CH2:52][CH3:53]. Procedure details: Triphenyl phosphine (14.4 g, 55 mmol) was dissolved in THF and cooled to 0° C. under nitrogen. Di-tertbutyl azodicarboxylate (13.7 g, 59.5 mmol) was added slowly and the reaction was stirred for 30 mins. Then the alcohol (20 g, 45.8 mmol) was added dropwise and allowed to stir for 10 mins, then diphenyl phosphorylazide (15.1 g, 55 mmol) was added and allowed to stir overnight, warming to ambient temperature. The reaction was evaporated to dryness in vacuo and directly loaded onto a silica gel co... As a reaction SMILES: [CH2:40]1[O:41][CH2:42][CH2:43][CH2:44]1.[CH:13](=[O:14])[c:15]1[c:16]([CH3:39])[c:17]([NH:31][C:32]([CH2:33][C:34]([CH3:35])([CH3:36])[CH3:37])=[O:38])[c:18]([CH3:30])[c:19]2[c:23]1[O:22][CH2:21][CH:20]2[c:24]1[cH:25][cH:26][cH:27][cH:28][cH:29]1.[CH:3]([CH3:4])([CH3:5])[c:6]1[cH:7][cH:8][c:9]([Br:12])[cH:10][cH:11]1.[I:2].[Mg:1]>>[CH:3]([CH3:4])([CH3:5])[c:6]1[cH:7][cH:8][c:9]([CH:13]([OH:14])[c:15]2[c:16]([CH3:39])[c:17]([NH:31][C:32]([CH2:33][C:34]([CH3:35])([CH3:36])[CH3:37])=[O:38])[c:18]([CH3:30])[c:19]3[c:23]2[O:22][CH2:21][CH:20]3[c:24]2[cH:25][cH:26][cH:27][cH:28][cH:29]2)[cH:10][cH:11]1. Yields the product Cc1c(NC(=O)CC(C)(C)C)c(C)c2c(c1C(O)c1ccc(C(C)C)cc1)OCC2c1ccccc1. The reactants are C1CCOC1, Cc1c(C=O)c2c(c(C)c1NC(=O)CC(C)(C)C)C(c1ccccc1)CO2, CC(C)c1ccc(Br)cc1, I, [Mg]. Starting materials: CC=1C=C(C(=NC1)O)[N+](=O)[O-] (5-methyl-3-nitropyridin-2-ol). The reagents and catalysts are [C].[Pd] (palladium carbon). Run in O1CCCC1 (tetrahydrofuran), CO (methanol). Conditions: time 24 hour. Product: NC=1C(=NC=C(C1)C)O (3-amino-5-methylpyridin-2-ol). Isolated yield 100.1%. RXN SMILES: [CH3:1][C:2]1[CH:3]=[C:4]([N+:9]([O-])=O)[C:5]([OH:8])=[N:6][CH:7]=1>O1CCCC1.CO.[C].[Pd]>[NH2:9][C:4]1[C:5]([OH:8])=[N:6][CH:7]=[C:2]([CH3:1])[CH:3]=1 |f:3.4|. Procedure details: At room temperature, to a mixed solvent solution of 5-methyl-3-nitropyridin-2-ol (5.0 g) in tetrahydrofuran (200 ml) and methanol (200 ml) was added 10% palladium carbon (0.5 g), followed by stirring for 24 hours under a hydrogen atmosphere. The reaction solution was filtered through Celite, and then the filtrate was concentrated under reduced pressure to afford 3-amino-5-methylpyridin-2-ol (4.03 g). Reactants: C1CCOC1, CO, COC(=O)c1cccc(ON)c1, Cl, [Li+], [OH-], O, O, O. Yields the product NOc1cccc(C(=O)O)c1. Reaction SMILES: [CH2:16]1[O:17][CH2:18][CH2:19][CH2:20]1.[CH3:21][OH:22].[CH3:4][O:5][C:6](=[O:7])[c:8]1[cH:9][c:10]([O:14][NH2:15])[cH:11][cH:12][cH:13]1.[ClH:24].[Li+:2].[OH-:1].[OH2:23].[OH2:25].[OH2:3]>>[O:5]=[C:6]([OH:7])[c:8]1[cH:9][c:10]([O:14][NH2:15])[cH:11][cH:12][cH:13]1. Reactants: O=C(CC(Cc1ccccc1)C(=O)O)Nc1cc(Cc2n[nH]c(=O)c3ccccc23)ccc1F, CN(C)C=O, CCN(C(C)C)C(C)C, O. RXN SMILES: [CH2:10]([c:11]1[cH:12][cH:13][cH:14][cH:15][cH:16]1)[CH:17]([C:18](=[O:19])[OH:20])[CH2:21][C:22](=[O:23])[NH:24][c:25]1[c:26]([F:43])[cH:27][cH:28][c:29]([CH2:31][c:32]2[n:33][nH:34][c:35](=[O:42])[c:36]3[cH:37][cH:38][cH:39][cH:40][c:41]23)[cH:30]1.[CH3:45][N:46]([CH3:47])[CH:48]=[O:49].[CH:1]([N:2]([CH:3]([CH3:4])[CH3:5])[CH2:6][CH3:7])([CH3:8])[CH3:9].[OH2:44]>>[CH2:10]([c:11]1[cH:12][cH:13][cH:14][cH:15][cH:16]1)[CH:17]1[C:18](=[O:20])[N:24]([c:25]2[c:26]([F:43])[cH:27][cH:28][c:29]([CH2:31][c:32]3[n:33][nH:34][c:35](=[O:42])[c:36]4[cH:37][cH:38][cH:39][cH:40][c:41]34)[cH:30]2)[C:22](=[O:23])[CH2:21]1. The product is O=C1CC(Cc2ccccc2)C(=O)N1c1cc(Cc2n[nH]c(=O)c3ccccc23)ccc1F. Reactants: O=C(Cl)c1ccc(C(=O)c2ccccc2)cc1, CCN(C(C)C)C(C)C, CN(C)c1ccncc1, ClCCl, NN. Yields the product NNC(=O)c1ccc(C(=O)c2ccccc2)cc1. As a reaction SMILES: [C:3]([c:4]1[cH:5][cH:6][cH:7][cH:8][cH:9]1)(=[O:10])[c:11]1[cH:12][cH:13][c:14]([C:15](=[O:16])[Cl:17])[cH:18][cH:19]1.[CH3:20][CH:21]([N:22]([CH:23]([CH3:24])[CH3:25])[CH2:26][CH3:27])[CH3:28].[CH3:29][N:30]([CH3:31])[c:32]1[cH:33][cH:34][n:35][cH:36][cH:37]1.[Cl:38][CH2:39][Cl:40].[NH2:1][NH2:2]>>[NH:1]([NH2:2])[C:15]([c:14]1[cH:13][cH:12][c:11]([C:3]([c:4]2[cH:5][cH:6][cH:7][cH:8][cH:9]2)=[O:10])[cH:19][cH:18]1)=[O:16].